From a dataset of the Open Reaction Database (ORD), a public repository of structured organic reaction records. describe an organic reaction: reactants, conditions, products, and yield The reactants are C1CCOC1, C[Si](C)(C)[N-][Si](C)(C)C, Cn1cc([N+](=O)[O-])cn1, ClC(Cl)(Cl)C(Cl)(Cl)Cl, [Li+]. Product: Cn1ncc([N+](=O)[O-])c1Cl. RXN SMILES: [CH2:28]1[O:29][CH2:30][CH2:31][CH2:32]1.[CH3:10][Si:11]([CH3:12])([CH3:13])[N-:14][Si:15]([CH3:16])([CH3:17])[CH3:18].[CH3:1][n:2]1[n:3][cH:4][c:5]([N+:7](=[O:8])[O-:9])[cH:6]1.[Cl:20][C:21]([C:22]([Cl:23])([Cl:24])[Cl:25])([Cl:26])[Cl:27].[Li+:19]>>[CH3:1][n:2]1[n:3][cH:4][c:5]([N+:7](=[O:8])[O-:9])[c:6]1[Cl:20]. The reactants are amine, Cl.ClC1=CC=NC=C1 (4-chloropyridine hydrochloride), [H-].[H-].[H-].[H-].[Li+].[Al+3] (LAH), Na2SO4.10H2O, TEA. The solvent is C1CCOC1 (THF), CC(C)O (i-PrOH). Run at temperature 120 celsius, time 8 hour. Yields the product CNCCC1CCN(CC1)C1=CC=NC=C1 (N-methyl-2-(1-(pyridin-4-yl)piperidin-4-yl)ethanamine). As a reaction SMILES: Cl.Cl[C:3]1[CH:8]=[CH:7][N:6]=[CH:5][CH:4]=1.[H-].[H-].[H-].[H-].[Li+].[Al+3]>CC(O)C.C1COCC1>[CH3:7][NH:6][CH2:5][CH2:4][CH:3]1[CH2:8][CH2:7][N:6]([C:3]2[CH:8]=[CH:7][N:6]=[CH:5][CH:4]=2)[CH2:5][CH2:4]1 |f:0.1,2.3.4.5.6.7|. Procedure details: (2.00 g, 8.76 mmol), 4-chloropyridine hydrochloride (1.31 g, 8.76 mmol) and TEA (2.44 ml, 17.55 mmol) were in i-PrOH (10 ml) and heated in the microwave for 2 h at 120° C. The solvent was removed under vacuum. The product was purified by column chromatography (silica gel, DCM/(7 M NH3 in MeOH, 99:1→98:2→95:5). 2. The reaction was performed under an argon atmosphere. The amine from stage 1 (1.87 g, 4.56 mmol) was dissolved in dry THF (75 ml) and cooled to 0° C. A solution of LAH (2.4 M in THF, 7....